This data is from the Open Reaction Database (ORD), a public repository of structured organic reaction records. The task is: describe an organic reaction: reactants, conditions, products, and yield The reactants are CCCc1c(O)cccc1O, Cl, CI, [K+], [K+], O=C([O-])[O-], CN(C)C=O. RXN SMILES: [CH2:1]([CH2:2][CH3:3])[c:4]1[c:5]([OH:6])[cH:7][cH:8][cH:9][c:10]1[OH:11].[ClH:20].[I:18][CH3:19].[K+:12].[K+:13].[O-:14][C:15]([O-:16])=[O:17].[O:21]=[CH:22][N:23]([CH3:24])[CH3:25]>>[CH2:1]([CH2:2][CH3:3])[c:4]1[c:5]([OH:6])[cH:7][cH:8][cH:9][c:10]1[O:11][CH3:15]. The product is CCCc1c(O)cccc1OC. Product: FC(F)(F)c1c(OCc2ccccc2)ccc(Br)c1OCc1ccccc1. The reactants are O=C1CCC(=O)N1Br, FC(F)(F)c1c(OCc2ccccc2)cccc1OCc1ccccc1, CN(C)C=O, O. RXN SMILES: [Br:1][N:2]1[C:3](=[O:4])[CH2:5][CH2:6][C:7]1=[O:8].[CH2:9]([c:10]1[cH:11][cH:12][cH:13][cH:14][cH:15]1)[O:16][c:17]1[c:18]([C:31]([F:32])([F:33])[F:34])[c:19]([O:23][CH2:24][c:25]2[cH:26][cH:27][cH:28][cH:29][cH:30]2)[cH:20][cH:21][cH:22]1.[CH3:36][N:37]([CH3:38])[CH:39]=[O:40].[OH2:35]>>[Br:1][c:22]1[c:17]([O:16][CH2:9][c:10]2[cH:11][cH:12][cH:13][cH:14][cH:15]2)[c:18]([C:31]([F:32])([F:33])[F:34])[c:19]([O:23][CH2:24][c:25]2[cH:26][cH:27][cH:28][cH:29][cH:30]2)[cH:20][cH:21]1. The reactants are C(C1=CC=CC=C1)O[C@@H](C(=O)N[C@@H]1[C@H]([C@H]([C@@H](C1)N1C2=NC(=NC(=C2N=C1)NCC(C1=CC=CC=C1)C1=CC=CC=C1)N1C[C@@H](CC1)NC(=O)NC=1C=NC=CC1)O)O)C ((R)-2-Benzyloxy-N-((1S,2R,3S,4R)-4-{6-(2,2-diphenyl-ethylamino)-2-[(R)-3-(3-pyridin-3-yl-ureido)-pyrrolidin-1-yl]-purin-9-yl}-2,3-dihydroxy-cyclopentyl)-propionamide), C1(=CC=CC=C1)OC(NC=1C=NC=CC1)=O (pyridin-3-yl-carbamic acid phenyl ester), N[C@H]1CN(CC1)C1=NC(=C2N=CN(C2=N1)[C@H]1[C@@H]([C@@H]([C@H](C1)NC([C@@H](C)OCC1=CC=CC=C1)=O)O)O)NCC(C1=CC=CC=C1)C1=CC=CC=C1 ((R)-N-{(1S,2R,3S,4R)-4-[2-((R)-3-Amino-pyrrolidin-1-yl)-6-(2,2-diphenyl-ethylamino)-purin-9-yl]-2,3-dihydroxy-cyclopentyl}-2-benzyloxy-propionamide), N1=C(C=CC=C1)CNC(O)=O (pyridin-2-ylmethyl-carbamic acid). Product: C1(=CC=CC=C1)C(CNC1=C2N=CN(C2=NC(=N1)N1C[C@@H](CC1)NC(=O)NCC1=NC=CC=C1)[C@H]1[C@@H]([C@@H]([C@H](C1)NC(CCO)=O)O)O)C1=CC=CC=C1 (N-((1S,2R,3S,4R)-4-{6-(2,2-Diphenyl-ethylamino)-2-[(R)-3-(3-pyridin-2-ylmethyl-ureido)-pyrrolidin-1-yl]-purin-9-yl}-2,3-dihydroxy-cyclopentyl)-3-hydroxy-propionamide). Reaction SMILES: [CH2:1]([O:8][C@H](C)C(N[C@H]1C[C@@H](N2C=NC3C2=NC(N2CC[C@@H](NC(NC4C=NC=CC=4)=O)C2)=NC=3NCC(C2C=CC=CC=2)C2C=CC=CC=2)[C@H](O)[C@@H]1O)=O)[C:2]1C=CC=CC=1.[NH2:60][C@@H:61]1[CH2:65][CH2:64][N:63]([C:66]2[N:74]=[C:73]3[C:69]([N:70]=[CH:71][N:72]3[C@@H:75]3[CH2:79][C@H:78]([NH:80][C:81](=[O:92])[C@H](OCC4C=CC=CC=4)C)[C@@H:77]([OH:93])[C@H:76]3[OH:94])=[C:68]([NH:95][CH2:96][CH:97]([C:104]3[CH:109]=[CH:108][CH:107]=[CH:106][CH:105]=3)[C:98]3[CH:103]=[CH:102][CH:101]=[CH:100][CH:99]=3)[N:67]=2)[CH2:62]1.[N:110]1[CH:115]=[CH:114][CH:113]=[CH:112][C:111]=1[CH2:116][NH:117][C:118](=[O:120])O.C1(OC(=O)NC2C=NC=CC=2)C=CC=CC=1>>[C:98]1([CH:97]([C:104]2[CH:105]=[CH:106][CH:107]=[CH:108][CH:109]=2)[CH2:96][NH:95][C:68]2[N:67]=[C:66]([N:63]3[CH2:64][CH2:65][C@@H:61]([NH:60][C:118]([NH:117][CH2:116][C:111]4[CH:112]=[CH:113][CH:114]=[CH:115][N:110]=4)=[O:120])[CH2:62]3)[N:74]=[C:73]3[C:69]=2[N:70]=[CH:71][N:72]3[C@@H:75]2[CH2:79][C@H:78]([NH:80][C:81](=[O:92])[CH2:2][CH2:1][OH:8])[C@@H:77]([OH:93])[C@H:76]2[OH:94])[CH:99]=[CH:100][CH:101]=[CH:102][CH:103]=1. Procedure: The title compound was prepared analogously to (R)-2-benzyloxy-N-((1S,2R,3S,4R)-4-{6-(2,2-diphenyl-ethylamino)-2-[(R)-3-(3-pyridin-3-yl-ureido)-pyrrolidin-1-yl]-purin-9-yl}-2,3-dihydroxy-cyclopentyl)-propionamide (Example 181, step 5), by substituting N-{(1S,2R,3S,4R)-4-[2-((R)-3-amino-pyrrolidin-1-yl)-6-(2,2-diphenyl-ethylamino)-purin-9-yl]-2,3-dihydroxy-cyclopentyl}-3-hydroxy-propionamide (Intermediate ZG) for (R)-N-{(1S,2R,3S,4R)-4-[2-((R)-3-amino-pyrrolidin-1-yl)-6-(2,2-diphenyl-ethylamino)-... Starting materials: C1(=CC=CC=C1)C1=C(CBr)C=CC=C1 (2-phenylbenzyl bromide), C1(=C(C=CC=C1)CN1N=C(C(=C(C1=O)C(=O)OCC)O)C(C)C)C1=CC=CC=C1 (Ethyl 2-(2-biphenylylmethyl)-5-hydroxy-6-(1-methylethyl)-3-oxo-2,3-dihydro-4-pyridazinecarboxylate), OC1=C(C(NN=C1C(C)C)=O)C(=O)OCC (ethyl 5-hydroxy-6-(1-methylethyl)-3-oxo-2,3-dihydro-4-pyridazinecarboxylate), [H-].[Na+] (sodium hydride), CN(C=O)C (N,N-Dimethylformamide). Reaction conditions: time 45 minute. The product is C1(=C(C=CC=C1)CN1N=C(C(=C(C1=O)C(=O)NCC(=O)O)O)C(C)C)C1=CC=CC=C1 (N-{[2-(2-Biphenylylmethyl)-5-hydroxy-6-(1-methylethyl)-3-oxo-2,3-dihydro-4-pyridazinyl]carbonyl}glycine), C1(=C(C=CC=C1)CN1N=C(C(=C(C1=O)C(=O)OCC)O)C(C)C)C1=CC=CC=C1 (ethyl 2-(2-biphenylylmethyl)-5-hydroxy-6-(1-methylethyl)-3-oxo-2,3-dihydro-4-pyridazinecarboxylate). Yield: 58.0%. RXN SMILES: [C:1]1([C:24]2[CH:29]=[CH:28][CH:27]=[CH:26][CH:25]=2)[CH:6]=[CH:5][CH:4]=[CH:3][C:2]=1[CH2:7][N:8]1[C:13](=[O:14])[C:12]([C:15]([O:17][CH2:18][CH3:19])=[O:16])=[C:11]([OH:20])[C:10]([CH:21]([CH3:23])[CH3:22])=[N:9]1.OC1C(C(C)C)=NNC(=O)[C:32]=1[C:41]([O:43]CC)=[O:42].[H-].[Na+].C1(C2C=CC=CC=2CBr)C=CC=CC=1.C[N:63](C)C=O>>[C:1]1([C:24]2[CH:25]=[CH:26][CH:27]=[CH:28][CH:29]=2)[CH:6]=[CH:5][CH:4]=[CH:3][C:2]=1[CH2:7][N:8]1[C:13](=[O:14])[C:12]([C:15]([NH:63][CH2:32][C:41]([OH:43])=[O:42])=[O:16])=[C:11]([OH:20])[C:10]([CH:21]([CH3:23])[CH3:22])=[N:9]1.[C:1]1([C:24]2[CH:25]=[CH:26][CH:27]=[CH:28][CH:29]=2)[CH:6]=[CH:5][CH:4]=[CH:3][C:2]=1[CH2:7][N:8]1[C:13](=[O:14])[C:12]([C:15]([O:17][CH2:18][CH3:19])=[O:16])=[C:11]([OH:20])[C:10]([CH:21]([CH3:22])[CH3:23])=[N:9]1 |f:2.3|. Procedure details: Ethyl 2-(2-biphenylylmethyl)-5-hydroxy-6-(1-methylethyl)-3-oxo-2,3-dihydro-4-pyridazinecarboxylate. To a solution of ethyl 5-hydroxy-6-(1-methylethyl)-3-oxo-2,3-dihydro-4-pyridazinecarboxylate (example 46(a), 125 mg, 0.55 mmol) in N,N-Dimethylformamide (DMF) (5 ml) at 0° C. was added sodium hydride (55 mg, 0.138 mmol) in portions. The reaction mixture was stirred at room temperature for 45 minutes and then cooled back to 0° C. and 2-phenylbenzyl bromide (101 μl, 0.55 mmol) was added. The mixture... The reactants are O=C(Cl)C1CCCCC1, Cl, CC(C)CC(N)C(=O)O, [Na+], [OH-]. Product: CC(C)CC(NC(=O)C1CCCCC1)C(=O)O. Reaction SMILES: [CH:1]1([C:7](=[O:8])[Cl:9])[CH2:2][CH2:3][CH2:4][CH2:5][CH2:6]1.[ClH:19].[NH2:10][CH:11]([CH2:12][CH:13]([CH3:14])[CH3:15])[C:16](=[O:17])[OH:18].[Na+:21].[OH-:20]>>[CH:1]1([C:7](=[O:8])[NH:10][CH:11]([CH2:12][CH:13]([CH3:14])[CH3:15])[C:16](=[O:17])[OH:18])[CH2:2][CH2:3][CH2:4][CH2:5][CH2:6]1. The reactants are Cc1ccc(N)nc1, Cc1ccccc1, CCN(C(C)C)C(C)C, O=C1OC(=O)c2ccccc21. Product: Cc1ccc(N2C(=O)c3ccccc3C2=O)nc1. Reaction SMILES: [CH3:1][c:2]1[cH:3][cH:4][c:5]([NH2:8])[n:6][cH:7]1.[CH3:29][c:30]1[cH:31][cH:32][cH:33][cH:34][cH:35]1.[CH:20]([N:21]([CH2:22][CH3:23])[CH:24]([CH3:25])[CH3:26])([CH3:27])[CH3:28].[O:9]=[C:10]1[O:11][C:12](=[O:13])[c:14]2[cH:15][cH:16][cH:17][cH:18][c:19]21>>[CH3:1][c:2]1[cH:3][cH:4][c:5]([N:8]2[C:10](=[O:9])[c:19]3[c:14]([cH:15][cH:16][cH:17][cH:18]3)[C:12]2=[O:11])[n:6][cH:7]1. Starting materials: BrC=1C=2C3=C(C(NC2C=CC1OC)=O)SC=C3 (9-bromo-8-methoxythieno[2,3-c]quinolin-4(5H)-one), BrC=1C=C2CC(CC2=CC1)NC(OC(C)(C)C)=O (tert-butyl 5-bromo-2,3-dihydro-1H-inden-2-ylcarbamate). The product is COC1=C(C=2C3=C(C(NC2C=C1)=O)SC=C3)C=3C=C1CC(CC1=CC3)NC(OC(C)(C)C)=O (tert-Butyl 5-(8-Methoxy-4-oxo-4,5-dihydrothieno[2,3-c]quinolin-9-yl)-2,3-dihydro-1H-inden-2-ylcarbamate). The yield is 15.0%. Reaction SMILES: Br[C:2]1[C:3]2[C:4]3[CH:17]=[CH:16][S:15][C:5]=3[C:6](=[O:14])[NH:7][C:8]=2[CH:9]=[CH:10][C:11]=1[O:12][CH3:13].Br[C:19]1[CH:20]=[C:21]2[C:25](=[CH:26][CH:27]=1)[CH2:24][CH:23]([NH:28][C:29](=[O:35])[O:30][C:31]([CH3:34])([CH3:33])[CH3:32])[CH2:22]2>>[CH3:13][O:12][C:11]1[CH:10]=[CH:9][C:8]2[NH:7][C:6](=[O:14])[C:5]3[S:15][CH:16]=[CH:17][C:4]=3[C:3]=2[C:2]=1[C:27]1[CH:26]=[C:25]2[C:21](=[CH:20][CH:19]=1)[CH2:22][CH:23]([NH:28][C:29](=[O:35])[O:30][C:31]([CH3:33])([CH3:32])[CH3:34])[CH2:24]2. Procedure: Following General Procedure B, 9-bromo-8-methoxythieno[2,3-c]quinolin-4(5H)-one (1.1 g, 3.6 mmol) was reacted with tert-butyl 5-bromo-2,3-dihydro-1H-inden-2-ylcarbamate (2.0 g, 5.6 mmol) to afford the desired product (250 mg, 15%) as a brown solid: ESI MS m/z 363 [C26H26N2O4S+H-100]+. Product: NCC(=O)N[C@@H]1C[C@H](NC1)C(=O)NC=1NC2=C(N1)C=CC(=C2)CC2=CC=CC=C2 ((2S,4R)-4-(2-Aminoacetamido)-N-(5-benzyl-2-benzimidazolyl)-2-pyrrolidinecarboxamide). RXN SMILES: [NH2:1][C:2]1[NH:3][C:4]2[CH:10]=[C:9]([C:11](=O)[C:12]3[CH:17]=[CH:16][CH:15]=[CH:14][CH:13]=3)[CH:8]=[CH:7][C:5]=2[N:6]=1.C(OC([NH:26][CH2:27][C:28]([NH:30][C@H:31]1[CH2:35][N:34](C(OC(C)(C)C)=O)[C@H:33]([C:43](O)=[O:44])[CH2:32]1)=[O:29])=O)(C)(C)C>>[NH2:26][CH2:27][C:28]([NH:30][C@H:31]1[CH2:35][NH:34][C@H:33]([C:43]([NH:1][C:2]2[NH:3][C:4]3[CH:10]=[C:9]([CH2:11][C:12]4[CH:17]=[CH:16][CH:15]=[CH:14][CH:13]=4)[CH:8]=[CH:7][C:5]=3[N:6]=2)=[O:44])[CH2:32]1)=[O:29]. Reported procedure: 2-Amino-5-benzoylbenzimidazole(J. Med. Chem., 1984, 27, 914-917) was reduced according to Compounds M73(A,B), coupled with trans-4-(N-tert-butoxycarbonylglycyl)amino-N-tert-butoxycarbonyl-L-proline and deprotected according to Compound M1. The reactants are NC=1NC2=C(N1)C=CC(=C2)C(C2=CC=CC=C2)=O (2-Amino-5-benzoylbenzimidazole), C(C)(C)(C)OC(=O)NCC(=O)N[C@@H]1C[C@H](N(C1)C(=O)OC(C)(C)C)C(=O)O (trans-4-(N-tert-butoxycarbonylglycyl)amino-N-tert-butoxycarbonyl-L-proline). Starting materials: CCOCCOc1cc2cnc(SC)nc2n(C2CCCC2)c1=O, ClC(Cl)Cl, O=S(=O)(c1ccccc1)N1OC1c1ccccc1. The product is CCOCCOc1cc2cnc(S(C)=O)nc2n(C2CCCC2)c1=O. Reaction SMILES: [CH:1]1([n:6]2[c:7](=[O:24])[c:8]([O:18][CH2:19][CH2:20][O:21][CH2:22][CH3:23])[cH:9][c:10]3[c:11]2[n:12][c:13]([S:16][CH3:17])[n:14][cH:15]3)[CH2:2][CH2:3][CH2:4][CH2:5]1.[CH:43]([Cl:44])([Cl:45])[Cl:46].[c:25]1([S:26]([N:27]2[CH:28]([c:29]3[cH:30][cH:31][cH:33][cH:34][cH:35]3)[O:36]2)(=[O:32])=[O:37])[cH:38][cH:39][cH:40][cH:41][cH:42]1>>[CH:1]1([n:6]2[c:7](=[O:24])[c:8]([O:18][CH2:19][CH2:20][O:21][CH2:22][CH3:23])[cH:9][c:10]3[c:11]2[n:12][c:13]([S:16]([CH3:17])=[O:32])[n:14][cH:15]3)[CH2:2][CH2:3][CH2:4][CH2:5]1.